Dataset: the Open Reaction Database (ORD), a public repository of structured organic reaction records. Task: describe an organic reaction: reactants, conditions, products, and yield Reactants: CCO, O=C1NCCN1CCNc1ncc(F)c(-c2cc3cccc(-c4cc(F)ncc4OCCOC4CCCCO4)c3s2)n1, Cc1ccc(S(=O)(=O)[O-])cc1, c1cc[nH+]cc1. The product is O=C1NCCN1CCNc1ncc(F)c(-c2cc3cccc(-c4cc(F)ncc4OCCO)c3s2)n1. As a reaction SMILES: [CH3:60][CH2:61][OH:62].[F:18][c:19]1[c:20](-[c:34]2[cH:35][c:36]3[c:37]([s:38]2)[c:39](-[c:43]2[cH:44][c:45]([F:59])[n:46][cH:47][c:48]2[O:49][CH2:50][CH2:51][O:52][CH:53]2[CH2:54][CH2:55][CH2:56][CH2:57][O:58]2)[cH:40][cH:41][cH:42]3)[n:21][c:22]([NH:25][CH2:26][CH2:27][N:28]2[C:29](=[O:33])[NH:30][CH2:31][CH2:32]2)[n:23][cH:24]1.[c:1]1([CH3:2])[cH:3][cH:4][c:5]([S:6]([O-:7])(=[O:8])=[O:9])[cH:10][cH:11]1.[nH+:12]1[cH:13][cH:14][cH:15][cH:16][cH:17]1>>[F:18][c:19]1[c:20](-[c:34]2[cH:35][c:36]3[c:37]([s:38]2)[c:39](-[c:43]2[cH:44][c:45]([F:59])[n:46][cH:47][c:48]2[O:49][CH2:50][CH2:51][OH:52])[cH:40][cH:41][cH:42]3)[n:21][c:22]([NH:25][CH2:26][CH2:27][N:28]2[C:29](=[O:33])[NH:30][CH2:31][CH2:32]2)[n:23][cH:24]1. The reactants are Cc1ccc(Br)c(F)c1, [K+], O=[Mn](=O)(=O)[O-], [Na+], [OH-], O, c1ccncc1. Yields the product O=C(O)c1ccc(Br)c(F)c1. As a reaction SMILES: [Br:1][c:2]1[c:3]([F:9])[cH:4][c:5]([CH3:8])[cH:6][cH:7]1.[K+:17].[Mn:12](=[O:13])([O-:14])(=[O:15])=[O:16].[Na+:11].[OH-:10].[OH2:24].[cH:18]1[cH:19][cH:20][n:21][cH:22][cH:23]1>>[Br:1][c:2]1[c:3]([F:9])[cH:4][c:5]([C:8](=[O:10])[OH:13])[cH:6][cH:7]1.